describe an organic reaction: reactants, conditions, products, and yield From a dataset of the Open Reaction Database (ORD), a public repository of structured organic reaction records. Reactants: Clc1nnnn1-c1ccccc1, [H-], [H][H], N#Cc1ccc(N)c(C(F)(F)F)c1, [Na+], C1CCOC1, O. The product is N#Cc1ccc(Nc2nnnn2-c2ccccc2)c(C(F)(F)F)c1. As a reaction SMILES: [Cl:18][c:19]1[n:20][n:21][n:22][n:23]1-[c:24]1[cH:25][cH:26][cH:27][cH:28][cH:29]1.[H-:14].[H:16][H:17].[NH2:1][c:2]1[c:3]([C:10]([F:11])([F:12])[F:13])[cH:4][c:5]([C:6]#[N:7])[cH:8][cH:9]1.[Na+:15].[O:31]1[CH2:32][CH2:33][CH2:34][CH2:35]1.[OH2:30]>>[NH:1]([c:2]1[c:3]([C:10]([F:11])([F:12])[F:13])[cH:4][c:5]([C:6]#[N:7])[cH:8][cH:9]1)[c:19]1[n:20][n:21][n:22][n:23]1-[c:24]1[cH:25][cH:26][cH:27][cH:28][cH:29]1. The reactants are CC1=C(C(=CC=C1)C)NC(CN1CCN(CC1)CC(COC1CC2=CC=CC=C2C1)O)=O (N-(2,6-dimethylphenyl)-2-[4-(2-hydroxy-3-indan-2-yloxypropyl)piperazinyl]acetamide), 4-n-bu-benzylalcohol, CC(C)O (2-propanol). The product is CC1=C(C(=CC=C1)C)NC(CN1CCN(CC1)CC(COCC1=CC=C(C=C1)CCCC)O)=O (N-(2,6-dimethylphenyl)-2-(4-{3-[(4-butylphenyl)methoxy]-2-hydroxypropyl}piperazinyl)acetamide). RXN SMILES: [CH3:1][C:2]1[CH:7]=[CH:6][CH:5]=[C:4]([CH3:8])[C:3]=1[NH:9][C:10](=[O:32])[CH2:11][N:12]1[CH2:17][CH2:16][N:15]([CH2:18][CH:19]([OH:31])[CH2:20][O:21][CH:22]2[CH2:30][C:29]3[C:24](=[CH:25][CH:26]=[CH:27][CH:28]=3)[CH2:23]2)[CH2:14][CH2:13]1.[CH3:33][CH:34](O)C>>[CH3:8][C:4]1[CH:5]=[CH:6][CH:7]=[C:2]([CH3:1])[C:3]=1[NH:9][C:10](=[O:32])[CH2:11][N:12]1[CH2:13][CH2:14][N:15]([CH2:18][CH:19]([OH:31])[CH2:20][O:21][CH2:22][C:23]2[CH:24]=[CH:25][C:26]([CH2:27][CH2:28][CH2:29][CH3:30])=[CH:34][CH:33]=2)[CH2:16][CH2:17]1. Reported procedure: Compound 24 was prepared in a similar manner to compound 7, substituting the commercially available 4-n-bu-benzylalcohol for 2-propanol in part C. MS (M+1)=468.45 Reactants: [H-].C(C(C)C)[Al+]CC(C)C (diisobutylaluminum hydride), C(C)N1N=CC=2C1=NC(=C(C2C=2C=NC=C(C2)C)C(=O)OCC)C2=CC=C(C=C2)OC (ethyl 1-ethyl-6-(4-methoxyphenyl)-4-(5-methyl-3-pyridyl)-1H-pyrazolo[3,4-b]pyridine-5-carboxylate), [H-].C(C(C)C)[Al+]CC(C)C (diisobutylaluminum hydride). Run in C1(=CC=CC=C1)C (toluene), C(Cl)Cl (DCM), C1(=CC=CC=C1)C (toluene). Conditions: temperature -78 celsius, time 1.5 hour. Yields the product C(C)N1N=CC=2C1=NC(=C(C2C=2C=NC=C(C2)C)CO)C2=CC=C(C=C2)OC ([1-ethyl-6-(4-methoxyphenyl)-4-(5-methyl-3-pyridyl)-1H-pyrazolo[3,4-b]pyridin-5-yl]methanol). Yield: 26.5%. RXN SMILES: [CH2:1]([N:3]1[C:7]2=[N:8][C:9]([C:24]3[CH:29]=[CH:28][C:27]([O:30][CH3:31])=[CH:26][CH:25]=3)=[C:10]([C:19](OCC)=[O:20])[C:11]([C:12]3[CH:13]=[N:14][CH:15]=[C:16]([CH3:18])[CH:17]=3)=[C:6]2[CH:5]=[N:4]1)[CH3:2].[H-].C([Al+]CC(C)C)C(C)C>C(Cl)Cl.C1(C)C=CC=CC=1>[CH2:1]([N:3]1[C:7]2=[N:8][C:9]([C:24]3[CH:25]=[CH:26][C:27]([O:30][CH3:31])=[CH:28][CH:29]=3)=[C:10]([CH2:19][OH:20])[C:11]([C:12]3[CH:13]=[N:14][CH:15]=[C:16]([CH3:18])[CH:17]=3)=[C:6]2[CH:5]=[N:4]1)[CH3:2] |f:1.2|. Procedure: To a stirred solution of ethyl 1-ethyl-6-(4-methoxyphenyl)-4-(5-methyl-3-pyridyl)-1H-pyrazolo[3,4-b]pyridine-5-carboxylate (88 mg) in DCM (3 ml) was added 1N diisobutylaluminum hydride in toluene (0.63 ml) at −78° C. and the reaction mixtrue was stirred at −78° C. for 1.5 hours. Another 1N diisobutylaluminum hydride in toluene (0.31 ml) was added at −78° C. and the reaction mxitrue was stirred at −78° C. for 2.5 hours. The reaction mixture was quenched with brine, filtrated through celite pad, a...